This data is from the Open Reaction Database (ORD), a public repository of structured organic reaction records. The task is: describe an organic reaction: reactants, conditions, products, and yield The reactants are C(C)(C)N(C(C)C)CC (N,N-diisopropylethylamine), C1(=CC=CC=C1)C1=CC2=NC=CC(=C2O1)OC1=CC=C(N)C=C1 (4-[(2-phenylfuro[3,2-b]pyridin-7-yl)oxy]aniline), OC(CN1N(C(C(=C1C)C(=O)O)=O)C1=CC=CC=C1)(C)C (1-(2-hydroxy-2-methyl-propyl)-5-methyl-3-oxo-2-phenyl-2,3-dihydro-1H-pyrazole-4-carboxylic acid), O=C1OCCN1P(=O)(N1C(OCC1)=O)Cl (bis(2-oxo-3-oxazolidinyl)phosphinic chloride). Run in O1CCOCC1 (dioxane). Conditions: time 1 hour. The product is C1(=CC=CC=C1)C1=CC2=NC=CC(=C2O1)OC1=CC=C(C=C1)NC(=O)C=1C(N(N(C1C)CC(C)(C)O)C1=CC=CC=C1)=O (1-(2-Hydroxy-2-methyl-propyl)-5-methyl-3-oxo-2-phenyl-2,3-dihydro-1H-pyrazole-4-carboxylic acid [4-(2-phenyl-furo[3,2-b]pyridin-7-yloxy)-phenyl]-amide). Yield: 14.3%. Reaction SMILES: [OH:1][C:2]([CH3:21])([CH3:20])[CH2:3][N:4]1[C:8]([CH3:9])=[C:7]([C:10]([OH:12])=O)[C:6](=[O:13])[N:5]1[C:14]1[CH:19]=[CH:18][CH:17]=[CH:16][CH:15]=1.O=C1N(P(Cl)(N2CCOC2=O)=O)CCO1.C(N(CC)C(C)C)(C)C.[C:46]1([C:52]2[O:60][C:59]3[C:54](=[N:55][CH:56]=[CH:57][C:58]=3[O:61][C:62]3[CH:68]=[CH:67][C:65]([NH2:66])=[CH:64][CH:63]=3)[CH:53]=2)[CH:51]=[CH:50][CH:49]=[CH:48][CH:47]=1>O1CCOCC1>[C:46]1([C:52]2[O:60][C:59]3[C:54](=[N:55][CH:56]=[CH:57][C:58]=3[O:61][C:62]3[CH:63]=[CH:64][C:65]([NH:66][C:10]([C:7]4[C:6](=[O:13])[N:5]([C:14]5[CH:15]=[CH:16][CH:17]=[CH:18][CH:19]=5)[N:4]([CH2:3][C:2]([OH:1])([CH3:20])[CH3:21])[C:8]=4[CH3:9])=[O:12])=[CH:67][CH:68]=3)[CH:53]=2)[CH:47]=[CH:48][CH:49]=[CH:50][CH:51]=1. Procedure details: To a 10 mL sealed tube with stirbar was added 1-(2-hydroxy-2-methyl-propyl)-5-methyl-3-oxo-2-phenyl-2,3-dihydro-1H-pyrazole-4-carboxylic acid (57.62 mg; 0.20 mmol; 1.20 eq.), and bis(2-oxo-3-oxazolidinyl)phosphinic chloride (63.15 mg; 0.25 mmol; 1.50 eq.). The tube was sealed and flushed with N2. To this mixture was added dioxane (3.00 ml) and N,N-diisopropylethylamine (0.14 ml; 0.83 mmol; 4.00 eq.) and the mixture was stirred at room temperature for 1 h. To the reaction mixture was then added 4... Starting materials: F[B-](F)(F)F, CCOC(=O)c1cn(CC)c2nc(OC)c([N+]#N)cc2c1=O, Cc1ccccc1C. The product is CCOC(=O)c1cn(CC)c2nc(OC)c(F)cc2c1=O. RXN SMILES: [B-:1]([F:2])([F:3])([F:4])[F:5].[CH2:6]([CH3:7])[O:8][C:9](=[O:10])[c:11]1[cH:12][n:13]([CH2:26][CH3:27])[c:14]2[n:15][c:16]([O:24][CH3:25])[c:17]([N+:22]#[N:23])[cH:18][c:19]2[c:20]1=[O:21].[c:28]1([CH3:29])[c:30]([CH3:31])[cH:32][cH:33][cH:34][cH:35]1>>[F:2][c:17]1[c:16]([O:24][CH3:25])[n:15][c:14]2[n:13]([CH2:26][CH3:27])[cH:12][c:11]([C:9]([O:8][CH2:6][CH3:7])=[O:10])[c:20](=[O:21])[c:19]2[cH:18]1. Reactants: [F-].[Cs+] (CsF), ClC1=C(C=CC=C1)OC (2-chloroanisole), 2, CC1=CC=C(C=C1)B(O)O (4-MeC6H4B(OH)2), (Me3C)2PH(O). The reagents and catalysts are C=1C=CC(=CC1)/C=C/C(=O)/C=C/C2=CC=CC=C2.C=1C=CC(=CC1)/C=C/C(=O)/C=C/C2=CC=CC=C2.C=1C=CC(=CC1)/C=C/C(=O)/C=C/C2=CC=CC=C2.[Pd].[Pd] (Pd2(dba)3). Run in O1CCOCC1 (1,4-dioxane). Run at time 24 hour. Yields the product CC1=CC=C(C=C1)C1=C(C=CC=C1)OC (2-(4-methylphenyl)anisole). Isolated yield 83.2%. Reaction SMILES: Cl[C:2]1[CH:7]=[CH:6][CH:5]=[CH:4][C:3]=1[O:8][CH3:9].[CH3:10][C:11]1[CH:16]=[CH:15][C:14](B(O)O)=[CH:13][CH:12]=1.[F-].[Cs+]>O1CCOCC1.C1C=CC(/C=C/C(/C=C/C2C=CC=CC=2)=O)=CC=1.C1C=CC(/C=C/C(/C=C/C2C=CC=CC=2)=O)=CC=1.C1C=CC(/C=C/C(/C=C/C2C=CC=CC=2)=O)=CC=1.[Pd].[Pd]>[CH3:10][C:11]1[CH:16]=[CH:15][C:14]([C:2]2[CH:7]=[CH:6][CH:5]=[CH:4][C:3]=2[O:8][CH3:9])=[CH:13][CH:12]=1 |f:2.3,5.6.7.8.9|. Reported procedure: The general procedure from Example 12 was followed using 2-chloroanisole (143 mg, 1.0 mmol) and 4-MeC6H4B(OH)2 (204 mg, 1.5 mmol) with Pd2(dba)3 (13.3 mg, 0.0145 mmol) and (Me3C)2PH(O) from Experiment 2 (9.6 mg, 0.058 mmol) and CsF (456 mg, 3.0 mmol) in 4.0 mL of 1,4-dioxane. After 24 h, the reaction mixture was chromatographed with 5% ethyl acetate/hexane to give 165 mg (83% yield) of 2-(4-methylphenyl)anisole. It was >95% pure by 1H NMR and GC/MS. 1H NMR (500 MHz, CDCl3): δ 7.32 (d, J=8.06 Hz,... The reactants are O=C([O-])[O-], [K+], [K+], Nc1ccccc1S, Nc1[nH]c(=O)[nH]c(=O)c1Br, OCCO. Yields the product Nc1ccccc1Sc1c(N)[nH]c(=O)[nH]c1=O. RXN SMILES: [C:11](=[O:12])([O-:13])[O-:14].[K+:15].[K+:16].[NH2:17][c:18]1[c:19]([SH:24])[cH:20][cH:21][cH:22][cH:23]1.[NH2:1][c:2]1[c:3]([Br:10])[c:4](=[O:9])[nH:5][c:6](=[O:8])[nH:7]1.[OH:25][CH2:26][CH2:27][OH:28]>>[NH2:1][c:2]1[c:3]([S:24][c:19]2[c:18]([NH2:17])[cH:23][cH:22][cH:21][cH:20]2)[c:4](=[O:9])[nH:5][c:6](=[O:8])[nH:7]1. Reactants: IC=1C=CC(=NC1)N (5-iodopyridin-2-amine), BrC1=CC=2N(C=C1)C(=CN2)C(=O)NC=2C=C(C(=O)O)C=CC2F (3-(7-Bromoimidazo[1,2-a]pyridine-3-carboxamido)-4-fluorobenzoic acid). RXN SMILES: [I:1][C:2]1[CH:3]=[CH:4][C:5]([NH2:8])=[N:6][CH:7]=1.BrC1C=CN2C(C(NC3[CH:23]=[C:24](C=CC=3F)[C:25]([OH:27])=[O:26])=O)=CN=C2C=1>>[I:1][C:2]1[CH:3]=[CH:4][C:5]2[N:6]([C:24]([C:25]([OH:27])=[O:26])=[CH:23][N:8]=2)[CH:7]=1. The product is IC=1C=CC=2N(C1)C(=CN2)C(=O)O (6-Iodoimidazo[1,2-a]pyridine-3-carboxylic Acid). Reported procedure: The title compound was prepared from 5-iodopyridin-2-amine analogously to 7-bromoimidazo[1,2-a]pyridine-3-carboxylic acid (Intermediate 1A step 2 and step 3); LC-MS: Rt 1.07 mins; MS m/z 317 [M+H]+; Method 2minLC_v003 Reactants: O[C@@](C#CC=1C=CC2=C(C=3N(CCO2)C(=C(N3)C(=O)N)C(=O)NC3CCOCC3)C1)(C)C1=NOC(=C1)C ((R)-10-(3-hydroxy-3-(5-methylisoxazol-3-yl)but-1-yn-1-yl)-N3-(tetrahydro-2H-pyran-4-yl)-5,6-dihydrobenzo[f]imidazo[1,2-d][1,4]oxazepine-2,3-dicarboxamide), Cl.C(C)(C)(C)N (tert-butylamine hydrochloride), solid. The product is C(C)(C)(C)NC(=O)C1=C(N=C2N1CCOC1=C2C=C(C=C1)C#C[C@](C)(C1=NOC(=C1)C)O)C(=O)N ((R)—N3-(tert-butyl)-10-(3-hydroxy-3-(5-methylisoxazol-3-yl)but-1-yn-1-yl)-5,6-dihydrobenzo[f]imidazo[1,2-d][1,4]oxazepine-2,3-dicarboxamide). Reaction SMILES: [OH:1][C@:2]([C:32]1[CH:36]=[C:35]([CH3:37])[O:34][N:33]=1)([CH3:31])[C:3]#[C:4][C:5]1[CH:6]=[CH:7][C:8]2[O:14][CH2:13][CH2:12][N:11]3[C:15]([C:21]([NH:23][CH:24]4[CH2:29]COC[CH2:25]4)=[O:22])=[C:16]([C:18]([NH2:20])=[O:19])[N:17]=[C:10]3[C:9]=2[CH:30]=1.Cl.[C:39](N)(C)(C)C>>[C:24]([NH:23][C:21]([C:15]1[N:11]2[CH2:12][CH2:13][O:14][C:8]3[CH:7]=[CH:6][C:5]([C:4]#[C:3][C@@:2]([OH:1])([C:32]4[CH:36]=[C:35]([CH3:37])[O:34][N:33]=4)[CH3:31])=[CH:30][C:9]=3[C:10]2=[N:17][C:16]=1[C:18]([NH2:20])=[O:19])=[O:22])([CH3:25])([CH3:29])[CH3:39] |f:1.2|. Procedure: Prepared as described for (R)-10-(3-hydroxy-3-(5-methylisoxazol-3-yl)but-1-yn-1-yl)-N3-(tetrahydro-2H-pyran-4-yl)-5,6-dihydrobenzo[f]imidazo[1,2-d][1,4]oxazepine-2,3-dicarboxamide replacing oxan-4-amine hydrochloride with tert-butylamine hydrochloride, off-white solid (58.7 mg, 25%). Starting materials: N1=CC=CC=C1 (Pyridine), OCC1=CC(=CC=2C3=CC=CC=C3C(C12)=O)C(=O)C (1-Hydroxymethyl-3-methylcarbonyl-9-fluorenone), C(C=C)OC(=O)Cl (allyloxycarbonyl chloride). The solvent is C(Cl)Cl (methylene chloride), C1CCOC1 (THF). Reaction conditions: temperature 0 celsius, time 8 hour. The product is C(C=C)OC(=O)OCC1=CC(=CC=2C3=CC=CC=C3C(C12)=O)C(=O)C (1-Allyloxycarbonyloxymethyl-3-methylcarbonyl-9-fluorenone). RXN SMILES: [OH:1][CH2:2][C:3]1[C:15]2[C:14](=[O:16])[C:13]3[C:8](=[CH:9][CH:10]=[CH:11][CH:12]=3)[C:7]=2[CH:6]=[C:5]([C:17]([CH3:19])=[O:18])[CH:4]=1.N1C=CC=CC=1.[CH2:26]([O:29][C:30](Cl)=[O:31])[CH:27]=[CH2:28]>C1COCC1.C(Cl)Cl>[CH2:26]([O:29][C:30]([O:1][CH2:2][C:3]1[C:15]2[C:14](=[O:16])[C:13]3[C:8](=[CH:9][CH:10]=[CH:11][CH:12]=3)[C:7]=2[CH:6]=[C:5]([C:17]([CH3:19])=[O:18])[CH:4]=1)=[O:31])[CH:27]=[CH2:28]. Procedure details: 1-Hydroxymethyl-3-methylcarbonyl-9-fluorenone (135 mg) was dissolved in THF (4 ml), cooled to 0° C. under N2. Pyridine (51 μl, 1.2 eq) was added followed by allyloxycarbonyl chloride (70 μl, 1.2 eq). The reaction mixture was allowed to stir overnight allowing it to come to room temperature. The reaction mixture was diluted with methylene chloride, washed with water, sat'd NaCl sol'n, dried and evaporated. The product was purified by preparative tlc (80 mg). The reactants are O=C(Cl)C(=O)Cl, N#Cc1cc(F)c(O)c([N+](=O)[O-])c1, CN(C)C=O. Yields the product N#Cc1cc(F)c(Cl)c([N+](=O)[O-])c1. RXN SMILES: [Cl:1][C:2]([C:3]([Cl:4])=[O:5])=[O:6].[F:7][c:8]1[cH:9][c:10]([C:11]#[N:12])[cH:13][c:14]([N+:17](=[O:18])[O-:19])[c:15]1[OH:16].[O:20]=[CH:21][N:22]([CH3:23])[CH3:24]>>[Cl:1][c:15]1[c:8]([F:7])[cH:9][c:10]([C:11]#[N:12])[cH:13][c:14]1[N+:17](=[O:18])[O-:19].